This data is from the Open Reaction Database (ORD), a public repository of structured organic reaction records. The task is: describe an organic reaction: reactants, conditions, products, and yield Reactants: BrC=1C=CC2=C(N(C(=N2)C2CC(C2)C=O)C)C1 (3-(6-bromo-1-methyl-1H-benzimidazol-2-yl)cyclobutanecarbaldehyde), Cl.NO (hydroxylamine hydrochloride). Run in CCO (EtOH). Yields the product BrC=1C=CC2=C(N(C(=N2)C2CC(C2)C=NO)C)C1 (1-(3-(6-Bromo-1-methyl-1H-benzimidazol-2-yl)cyclobutyl)-N-hydroxymethanimine). As a reaction SMILES: [Br:1][C:2]1[CH:3]=[CH:4][C:5]2[N:9]=[C:8]([CH:10]3[CH2:13][CH:12]([CH:14]=O)[CH2:11]3)[N:7]([CH3:16])[C:6]=2[CH:17]=1.Cl.[NH2:19][OH:20]>CCO>[Br:1][C:2]1[CH:3]=[CH:4][C:5]2[N:9]=[C:8]([CH:10]3[CH2:13][CH:12]([CH:14]=[N:19][OH:20])[CH2:11]3)[N:7]([CH3:16])[C:6]=2[CH:17]=1 |f:1.2|. Procedure: To a stirred solution of 3-(6-bromo-1-methyl-1H-benzimidazol-2-yl)cyclobutanecarbaldehyde (less polar isomer, 200 mg) in EtOH (10 ml) was added hydroxylamine hydrochloride (50 mg), and the resulting mixture was heated under reflux for 2 h. The reaction mixture was concentrated in vacuo to afford the title compound (200 mg) as an off-white solid. Reactants: CO, Cl, CCOC(=O)C1CCCN(c2ccc(-c3ccncc3)cc2F)C1, [Li+], C1CCOC1, [OH-], O. Yields the product [Cl-], O=C(O)C1CCCN(c2ccc(-c3ccncc3)cc2F)C1, [Li+]. Reaction SMILES: [CH3:27][OH:28].[ClH:34].[F:3][c:4]1[c:5]([N:16]2[CH2:17][CH:18]([C:22](=[O:23])[O:24][CH2:25][CH3:26])[CH2:19][CH2:20][CH2:21]2)[cH:6][cH:7][c:8](-[c:10]2[cH:11][cH:12][n:13][cH:14][cH:15]2)[cH:9]1.[Li+:1].[O:29]1[CH2:30][CH2:31][CH2:32][CH2:33]1.[OH-:2].[OH2:35]>>[Cl-:34].[F:3][c:4]1[c:5]([N:16]2[CH2:17][CH:18]([C:22](=[O:23])[OH:24])[CH2:19][CH2:20][CH2:21]2)[cH:6][cH:7][c:8](-[c:10]2[cH:11][cH:12][n:13][cH:14][cH:15]2)[cH:9]1.[Li+:1]. Starting materials: COc1cc2c(cc1O)CC(C)(C)NC2, CC(C)[Si](Cl)(C(C)C)C(C)C, ClC(Cl)Cl, ClCCl, O, c1c[nH]cn1. The product is COc1cc2c(cc1O[Si](C(C)C)(C(C)C)C(C)C)CC(C)(C)NC2. As a reaction SMILES: [CH3:1][O:2][c:3]1[c:4]([OH:15])[cH:5][c:6]2[c:11]([cH:12]1)[CH2:10][NH:9][C:8]([CH3:13])([CH3:14])[CH2:7]2.[CH:21]([CH3:22])([CH3:23])[Si:24]([CH:25]([CH3:26])[CH3:27])([CH:28]([CH3:29])[CH3:30])[Cl:31].[CH:36]([Cl:37])([Cl:38])[Cl:39].[Cl:33][CH2:34][Cl:35].[OH2:32].[nH:16]1[cH:17][cH:18][n:19][cH:20]1>>[CH3:1][O:2][c:3]1[c:4]([O:15][Si:24]([CH:21]([CH3:22])[CH3:23])([CH:25]([CH3:26])[CH3:27])[CH:28]([CH3:29])[CH3:30])[cH:5][c:6]2[c:11]([cH:12]1)[CH2:10][NH:9][C:8]([CH3:13])([CH3:14])[CH2:7]2. The reactants are C(C1=CC=CC=C1)NC=1C=C(C(=O)OCC)C=C(C1OC1=CC=CC=C1)S(N(C)C)(=O)=O (Ethyl 3-benzylamino-5-dimethylsulphamyl-4-phenoxy-benzoate), [OH-].[Na+] (sodium hydroxide). The product is C(C1=CC=CC=C1)NC=1C=C(C(=O)O)C=C(C1OC1=CC=CC=C1)S(N(C)C)(=O)=O (3-benzylamino-5-dimethylsulphamyl-4-phenoxy-benzoic acid). Reaction SMILES: [CH2:1]([NH:8][C:9]1[CH:10]=[C:11]([CH:17]=[C:18]([S:27](=[O:32])(=[O:31])[N:28]([CH3:30])[CH3:29])[C:19]=1[O:20][C:21]1[CH:26]=[CH:25][CH:24]=[CH:23][CH:22]=1)[C:12]([O:14]CC)=[O:13])[C:2]1[CH:7]=[CH:6][CH:5]=[CH:4][CH:3]=1.[OH-].[Na+]>>[CH2:1]([NH:8][C:9]1[CH:10]=[C:11]([CH:17]=[C:18]([S:27](=[O:32])(=[O:31])[N:28]([CH3:30])[CH3:29])[C:19]=1[O:20][C:21]1[CH:22]=[CH:23][CH:24]=[CH:25][CH:26]=1)[C:12]([OH:14])=[O:13])[C:2]1[CH:7]=[CH:6][CH:5]=[CH:4][CH:3]=1 |f:1.2|. Reported procedure: Ethyl 3-benzylamino-5-dimethylsulphamyl-4-phenoxy-benzoate (1 g) was heated on a steam bath with 1N sodium hydroxide (15 ml) for 6 hours. From the resulting solution, the 3-benzylamino-5-dimethylsulphamyl-4-phenoxy-benzoic acid was precipitated by addition of 4N hydrochloric acid until a pH of 2.5. After isolating and recrystallizing from aqueous ethanol, the compound was obtained with a melting point of 205-206°C.